This data is from the Open Reaction Database (ORD), a public repository of structured organic reaction records. The task is: describe an organic reaction: reactants, conditions, products, and yield The solvent is C(Cl)(Cl)(Cl)Cl (carbon tetrachloride). The yield is 43.9%. Procedure details: 3-Bromo-4-methylbenzoic acid (10 g), N-bromosuccinimide (8.7 g) and 2,2′-azobisisobutyronitrile (0.4 g) were suspended in carbon tetrachloride (50 ml) and then heated to reflux for 2 hours. The mixture was returned to room temperature and added a 15% aqueous solution of citric acid (20 ml), and stirred for some time. Resulting crystals were filtered and washed with the 15% aqueous solution of citric acid (20 ml), and then dried, to obtain 3-bromo-4-(bromomethyl)benzoic acid (6 g). The reactants are aqueous solution, C(CC(O)(C(=O)O)CC(=O)O)(=O)O (citric acid), BrC=1C=C(C(=O)O)C=CC1C (3-Bromo-4-methylbenzoic acid), BrN1C(CCC1=O)=O (N-bromosuccinimide), N(=NC(C#N)(C)C)C(C#N)(C)C (2,2′-azobisisobutyronitrile). Product: BrC=1C=C(C(=O)O)C=CC1CBr (3-bromo-4-(bromomethyl)benzoic acid). RXN SMILES: [Br:1][C:2]1[CH:3]=[C:4]([CH:8]=[CH:9][C:10]=1[CH3:11])[C:5]([OH:7])=[O:6].[Br:12]N1C(=O)CCC1=O.N(C(C)(C)C#N)=NC(C)(C)C#N.C(O)(=O)CC(CC(O)=O)(C(O)=O)O>C(Cl)(Cl)(Cl)Cl>[Br:1][C:2]1[CH:3]=[C:4]([CH:8]=[CH:9][C:10]=1[CH2:11][Br:12])[C:5]([OH:7])=[O:6]. The reactants are O=C([O-])[O-], C1COCCN1, C1CCOC1, CCOC(C)=O, COc1cc(N2CCN(C(=O)Cn3nc(I)c4cccnc43)CC2)ccc1Cl, [Cs+], [Cs+], O=C(C=Cc1ccccc1)C=Cc1ccccc1, O=C(C=Cc1ccccc1)C=Cc1ccccc1, O=C(C=Cc1ccccc1)C=Cc1ccccc1, [Pd], [Pd]. The product is COc1cc(N2CCN(C(=O)Cn3nc(N4CCOCC4)c4cccnc43)CC2)ccc1Cl. As a reaction SMILES: [C:35](=[O:36])([O-:37])[O-:38].[CH2:29]1[CH2:30][O:31][CH2:32][CH2:33][NH:34]1.[CH2:47]1[O:48][CH2:49][CH2:50][CH2:51]1.[CH3:41][CH2:42][O:43][C:44]([CH3:45])=[O:46].[Cl:1][c:2]1[c:3]([O:27][CH3:28])[cH:4][c:5]([N:8]2[CH2:9][CH2:10][N:11]([C:14]([CH2:15][n:16]3[n:17][c:18]([I:25])[c:19]4[c:20]3[n:21][cH:22][cH:23][cH:24]4)=[O:26])[CH2:12][CH2:13]2)[cH:6][cH:7]1.[Cs+:39].[Cs+:40].[O:54]=[C:55]([CH:56]=[CH:57][c:58]1[cH:59][cH:60][cH:61][cH:62][cH:63]1)[CH:64]=[CH:65][c:66]1[cH:67][cH:68][cH:69][cH:70][cH:71]1.[O:72]=[C:73]([CH:74]=[CH:75][c:76]1[cH:77][cH:78][cH:79][cH:80][cH:81]1)[CH:82]=[CH:83][c:84]1[cH:85][cH:86][cH:87][cH:88][cH:89]1.[O:90]=[C:91]([CH:92]=[CH:93][c:94]1[cH:95][cH:96][cH:97][cH:98][cH:99]1)[CH:100]=[CH:101][c:102]1[cH:103][cH:104][cH:105][cH:106][cH:107]1.[Pd:52].[Pd:53]>>[Cl:1][c:2]1[c:3]([O:27][CH3:28])[cH:4][c:5]([N:8]2[CH2:9][CH2:10][N:11]([C:14]([CH2:15][n:16]3[n:17][c:18]([N:34]4[CH2:29][CH2:30][O:31][CH2:32][CH2:33]4)[c:19]4[c:20]3[n:21][cH:22][cH:23][cH:24]4)=[O:26])[CH2:12][CH2:13]2)[cH:6][cH:7]1. Reactants: OC=1C(=C(C(=O)N)C(=CC1Cl)Cl)Cl (3-hydroxy-2,4,6-trichlorobenzamide), [Na] (sodium), C(C)OC(CBr)=O (bromoacetic acid ethyl ester). The solvent is CO (methanol). Reaction conditions: temperature 60 celsius. The product is C(N)(=O)C=1C(=C(OCC(=O)O)C(=CC1Cl)Cl)Cl (3-carbamoyl-2,4,6-trichlorophenoxyacetic acid). Isolated yield 84.1%. RXN SMILES: [OH:1][C:2]1[C:3]([Cl:13])=[C:4]([C:8]([Cl:12])=[CH:9][C:10]=1[Cl:11])[C:5]([NH2:7])=[O:6].[Na].C([O:17][C:18](=[O:21])[CH2:19]Br)C>CO>[C:5]([C:4]1[C:3]([Cl:13])=[C:2]([C:10]([Cl:11])=[CH:9][C:8]=1[Cl:12])[O:1][CH2:19][C:18]([OH:21])=[O:17])(=[O:6])[NH2:7] |^1:13|. Procedure: 16 g (66.9 mmol) of 3-hydroxy-2,4,6-trichlorobenzamide is suspended in 100 ml of methanol and dissolved by adding 1.54 g (66.9 mmol) of sodium. After the addition of 16.8 g (66.9 mmol) of bromoacetic acid ethyl ester, the mixture is maintained under reflux until the reaction is complete (TLC control). The product is then concentrated to dryness under vacuum and the resultant 3-carbamoyl-2,4,6-trichlorophenoxyacetic acid methyl ester is suspended in 100 ml of water. The mixture is combined with 2... Starting materials: CS(=O)(=O)C1=NC=CC(=N1)C=1C=NN(C1)C (2-methanesulfonyl-4-(1-methyl-1H-pyrazol-4-yl)-pyrimidine), CS(=O)C1=NC=CC(=N1)C=1C=NN(C1)C (2-methanesulfinyl-4-(1-methyl-1H-pyrazol-4-yl)-pyrimidine), NC1=C(C=C(C=C1)O)F (4-amino-3-fluoro-phenol), C(=O)([O-])[O-].[K+].[K+] (K2CO3). The solvent is CN(C)C=O (DMF). Reaction conditions: temperature 100 celsius. Yields the product FC1=C(C=C(C=C1)OC1=NC=CC(=N1)C=1C=NN(C1)C)N (2-fluoro-5-(4-(1-methyl-1H-pyrazol-4-yl)pyrimidin-2-yloxy)benzenamine). RXN SMILES: CS([C:5]1[N:10]=[C:9]([C:11]2[CH:12]=[N:13][N:14]([CH3:16])[CH:15]=2)[CH:8]=[CH:7][N:6]=1)(=O)=O.CS(C1N=C(C2C=NN(C)C=2)C=CN=1)=[O:19].[NH2:32][C:33]1[CH:38]=[CH:37][C:36](O)=[CH:35][C:34]=1[F:40].C([O-])([O-])=O.[K+].[K+]>CN(C=O)C>[F:40][C:34]1[CH:35]=[CH:36][C:37]([O:19][C:5]2[N:10]=[C:9]([C:11]3[CH:12]=[N:13][N:14]([CH3:16])[CH:15]=3)[CH:8]=[CH:7][N:6]=2)=[CH:38][C:33]=1[NH2:32] |f:3.4.5|. Procedure details: The above mixture of 2-methanesulfonyl-4-(1-methyl-1H-pyrazol-4-yl)-pyrimidine and 2-methanesulfinyl-4-(1-methyl-1H-pyrazol-4-yl)-pyrimidine (1 g, 4.2 mmol), 4-amino-3-fluoro-phenol (1.1 g, 8.6 mmol) and K2CO3 (1.2 g, 8.6 mmol) in DMF (10 mL) was heated at 100° C. for 12 h. The reaction was partitioned between H2O and EtOAc (3×50 mL). The combined organics were dried (Na2SO4), concentrated in vacuo and chromatographed to provide 2-fluoro-5-(4-(1-methyl-1H-pyrazol-4-yl)pyrimidin-2-yloxy)benzenami... Reactants: CC(=O)O[BH-](OC(C)=O)OC(C)=O, C=O, CC(=O)O, CO, CC(C)(C)OC(=O)N1CC2CC1CN2, [Na+]. The product is CN1CC2CC1CN2C(=O)OC(C)(C)C. Reaction SMILES: [C:21]([O:22][BH-:23]([O:24][C:25](=[O:26])[CH3:27])[O:28][C:29](=[O:30])[CH3:31])(=[O:32])[CH3:33].[CH2:15]=[O:16].[CH3:17][C:18](=[O:19])[OH:20].[CH3:35][OH:36].[CH:1]12[N:2]([C:8](=[O:9])[O:10][C:11]([CH3:12])([CH3:13])[CH3:14])[CH2:3][CH:4]([NH:5][CH2:6]1)[CH2:7]2.[Na+:34]>>[CH:1]12[N:2]([C:8](=[O:9])[O:10][C:11]([CH3:12])([CH3:13])[CH3:14])[CH2:3][CH:4]([N:5]([CH3:17])[CH2:6]1)[CH2:7]2. The reactants are Cl.CNC (dimethylamine hydrochloride), [C-]#N.[Na+] (NaCN), FC=1N(C=C(N1)C=O)C(C1=CC=CC=C1)(C1=CC=CC=C1)C1=CC=CC=C1 (2-fluoro-4-formyl-1-triphenylmethylimidazole). Solvent: C1CCOC1 (THF). Run at time 3 hour. The product is CN(C(C=1N=C(N(C1)C(C1=CC=CC=C1)(C1=CC=CC=C1)C1=CC=CC=C1)F)C#N)C (4-(1-dimethylaminocyanomethyl)-2-fluoro-1-triphenylmethylimidazole). RXN SMILES: Cl.[CH3:2][NH:3][CH3:4].[C-:5]#[N:6].[Na+].[F:8][C:9]1[N:10]([C:16]([C:29]2[CH:34]=[CH:33][CH:32]=[CH:31][CH:30]=2)([C:23]2[CH:28]=[CH:27][CH:26]=[CH:25][CH:24]=2)[C:17]2[CH:22]=[CH:21][CH:20]=[CH:19][CH:18]=2)[CH:11]=[C:12]([CH:14]=O)[N:13]=1>C1COCC1>[CH3:2][N:3]([CH3:4])[CH:14]([C:5]#[N:6])[C:12]1[N:13]=[C:9]([F:8])[N:10]([C:16]([C:29]2[CH:34]=[CH:33][CH:32]=[CH:31][CH:30]=2)([C:23]2[CH:28]=[CH:27][CH:26]=[CH:25][CH:24]=2)[C:17]2[CH:22]=[CH:21][CH:20]=[CH:19][CH:18]=2)[CH:11]=1 |f:0.1,2.3|. Procedure details: An aqueous solution of dimethylamine hydrochloride and NaCN was added to a solution of 2-fluoro-4-formyl-1-triphenylmethylimidazole in THF. After stirring 3 hours at 20°, work-up gave 4-(1-dimethylaminocyanomethyl)-2-fluoro-1-triphenylmethylimidazole having the following n.m.r. in CDCl3 : 2.31 (s, 6H); 4.64 (s, 1H); 6.68 (s, 1H); 7.04-7.45 (m, 15H). Reported procedure: A mixture of 0.400 g of N-benzenesulfonyl-4-amino-3-(biphenyl-4-ylmethylamino)benzamide and 2 ml of formic acid was stirred at 90° C. for 3 hours. The reaction solution was concentrated, and was precipitated with methanol. The crystals precipitated were separated through filtration, and were dried to give 0.243 g of 6-benzenesulfonylcarbamoyl-1-(biphenyl-4-ylmethyl)benzimidazole (241). Reactants: C1(=CC=CC=C1)S(=O)(=O)NC(C1=CC(=C(C=C1)N)NCC1=CC=C(C=C1)C1=CC=CC=C1)=O (N-benzenesulfonyl-4-amino-3-(biphenyl-4-ylmethylamino)benzamide), C(=O)O (formic acid). Product: C1(=CC=CC=C1)S(=O)(=O)NC(=O)C=1C=CC2=C(N(C=N2)CC2=CC=C(C=C2)C2=CC=CC=C2)C1 (6-benzenesulfonylcarbamoyl-1-(biphenyl-4-ylmethyl)-benzimidazole). Reaction SMILES: [C:1]1([S:7]([NH:10][C:11](=[O:33])[C:12]2[CH:17]=[CH:16][C:15]([NH2:18])=[C:14]([NH:19][CH2:20][C:21]3[CH:26]=[CH:25][C:24]([C:27]4[CH:32]=[CH:31][CH:30]=[CH:29][CH:28]=4)=[CH:23][CH:22]=3)[CH:13]=2)(=[O:9])=[O:8])[CH:6]=[CH:5][CH:4]=[CH:3][CH:2]=1.[CH:34](O)=O>>[C:1]1([S:7]([NH:10][C:11]([C:12]2[CH:17]=[CH:16][C:15]3[N:18]=[CH:34][N:19]([CH2:20][C:21]4[CH:26]=[CH:25][C:24]([C:27]5[CH:28]=[CH:29][CH:30]=[CH:31][CH:32]=5)=[CH:23][CH:22]=4)[C:14]=3[CH:13]=2)=[O:33])(=[O:8])=[O:9])[CH:2]=[CH:3][CH:4]=[CH:5][CH:6]=1. Run at temperature 90 celsius, time 3 hour. Reactants: BrC=1C=C(C=CC1F)NC1=C(C=NC2=CC(=C(C=C12)[N+](=O)[O-])OC)C#N (4-[(3-bromo-4-fluorophenyl)amino]7-methoxy-6-nitro-quinoline-3-carbonitrile), [Cl-].[NH4+] (ammonium chloride). The reagents and catalysts are [Fe] (iron). Solvent: O (water), CO (methanol), C(C)(=O)OCC (ethyl acetate). Product: NC=1C=C2C(=C(C=NC2=CC1OC)C#N)NC1=CC(=C(C=C1)F)Br (6-Amino-4-(3-bromo-4-fluoro-phenylamino)-7-methoxy-quinoline-3-carbonitrile). Isolated yield 78.4%. As a reaction SMILES: [Br:1][C:2]1[CH:3]=[C:4]([NH:9][C:10]2[C:19]3[C:14](=[CH:15][C:16]([O:23][CH3:24])=[C:17]([N+:20]([O-])=O)[CH:18]=3)[N:13]=[CH:12][C:11]=2[C:25]#[N:26])[CH:5]=[CH:6][C:7]=1[F:8].[Cl-].[NH4+]>O.CO.C(OCC)(=O)C.[Fe]>[NH2:20][C:17]1[CH:18]=[C:19]2[C:14](=[CH:15][C:16]=1[O:23][CH3:24])[N:13]=[CH:12][C:11]([C:25]#[N:26])=[C:10]2[NH:9][C:4]1[CH:5]=[CH:6][C:7]([F:8])=[C:2]([Br:1])[CH:3]=1 |f:1.2|. Reported procedure: A mixture o f 2.9 g (6.95 mmol) of 4-[(3-bromo-4-fluorophenyl)amino]7-methoxy-6-nitro-quinoline-3-carbonitrile, 6.5 g (121.6 mmol) of ammonium chloride and 4.05 g (73 mmol) of iron in 50 ml of water and 50 ml of methanol for 6 hours. The mixture was diluted with hot ethyl acetate and the hot mixture was filtered. The filtration was washed with saturated sodium chloride solution then the organic layer was dried over sodium sulfate. The solvent was removed and the residue was chromatographed on si...